From a dataset of the Open Reaction Database (ORD), a public repository of structured organic reaction records. describe an organic reaction: reactants, conditions, products, and yield The reactants are C([O-])([O-])=O.[K+].[K+] (potassium carbonate), B(F)(F)F.CCOCC (boron trifluoride ethyl etherate), C(C)(=O)O[C@@H]1[C@@H](OC(C)=O)[C@@H](OC(C)=O)[C@H](OC(C)=O)[C@H](O1)COC(C)=O (α-D-mannopyranose pentaacetate), C(C#C)O (propargyl alcohol). The solvent is ClCCl (dichloromethane). Conditions: temperature 0 celsius, time 4 day. Product: C(C)(=O)O[C@@H]1[C@@H](OCC#C)O[C@@H]([C@H]([C@@H]1OC(C)=O)OC(C)=O)COC(C)=O (2-propynyl 2,3,4,6-tetra-O-acetyl-α-D-mannopyranoside). The yield is 100.1%. As a reaction SMILES: B(F)(F)F.[CH3:5][CH2:6][O:7]CC.[C:10]([O:13][C@H:14]1[O:31][C@H:30]([CH2:32][O:33][C:34](=O)[CH3:35])[C@@H:25]([O:26][C:27](=[O:29])[CH3:28])[C@H:20]([O:21][C:22](=[O:24])[CH3:23])[C@@H:15]1[O:16]C(=O)C)(=[O:12])[CH3:11].[CH2:37](O)C#C.C(=O)([O-])[O-].[K+].[K+]>ClCCl>[C:6]([O:31][C@H:30]1[C@@H:25]([O:26][C:27](=[O:29])[CH3:28])[C@H:20]([O:21][C:22](=[O:24])[CH3:23])[C@@H:15]([CH2:14][O:13][C:10](=[O:12])[CH3:11])[O:16][C@@H:32]1[O:33][CH2:34][C:35]#[CH:37])(=[O:7])[CH3:5] |f:0.1,4.5.6|. Procedure: Under nitrogen atmosphere, boron trifluoride ethyl etherate (7.90 mL, 64 mmol, 5 equiv) was added dropewise at 0° C. to a solution of α-D-mannopyranose pentaacetate (5 g, 12.8 mmol) and propargyl alcohol (2.98 mL, 51.2 mmol, 4 equiv) in anhydrous dichloromethane (150 mL) and the solution was stirred at 0° C. for 4 days. Anhydrous potassium carbonate (8 g) was added and the reaction mixture was stirred for further 1 h and filtered. The filtrate was diluted with dichloromethane (200 mL), washed wi... The reactants are NC1=C(C=C(C=C1)C1CCN(CC1)CC(=O)N)OC (2-[4-(4-Amino-3-methoxy-phenyl)-piperidin-1-yl]-acetamide), C(C)(C)(C)NS(=O)(=O)C1=CC(=CC=C1)C1=CC=C2C=NC(=NN21)O (N-tert-Butyl-3-(2-hydroxy-pyrrolo[2,1-f][1,2,4]triazin-7-yl)-benzenesulfonamide), C(C)(C)N(C(C)C)CC (N,N-Diisopropylethylamine), [N-](S(=O)(=O)C(F)(F)F)S(=O)(=O)C(F)(F)F (trifluoromethane-sulfonimide). The solvent is CN(C)C=O (DMF). Reaction conditions: time 1 hour. Product: C(C)(C)(C)NS(=O)(=O)C=1C=C(C=CC1)C1=CC=C2C=NC(=NN21)NC2=C(C=C(C=C2)C2CCN(CC2)CC(=O)N)OC (2-(4-{4-[7-(3-tert-Butylsulfamoylphenyl)pyrrolo[2,1-f][1,2,4]triazin-2-ylamino]-3-methoxyphenyl)piperidin-1-yl)-acetamide). Isolated yield 11.1%. RXN SMILES: [C:1]([NH:5][S:6]([C:9]1[CH:14]=[CH:13][CH:12]=[C:11]([C:15]2[N:23]3[C:18]([CH:19]=[N:20][C:21](O)=[N:22]3)=[CH:17][CH:16]=2)[CH:10]=1)(=[O:8])=[O:7])([CH3:4])([CH3:3])[CH3:2].C(N(CC)C(C)C)(C)C.[N-](S(C(F)(F)F)(=O)=O)S(C(F)(F)F)(=O)=O.[NH2:49][C:50]1[CH:55]=[CH:54][C:53]([CH:56]2[CH2:61][CH2:60][N:59]([CH2:62][C:63]([NH2:65])=[O:64])[CH2:58][CH2:57]2)=[CH:52][C:51]=1[O:66][CH3:67]>CN(C=O)C>[C:1]([NH:5][S:6]([C:9]1[CH:10]=[C:11]([C:15]2[N:23]3[C:18]([CH:19]=[N:20][C:21]([NH:49][C:50]4[CH:55]=[CH:54][C:53]([CH:56]5[CH2:61][CH2:60][N:59]([CH2:62][C:63]([NH2:65])=[O:64])[CH2:58][CH2:57]5)=[CH:52][C:51]=4[O:66][CH3:67])=[N:22]3)=[CH:17][CH:16]=2)[CH:12]=[CH:13][CH:14]=1)(=[O:7])=[O:8])([CH3:3])([CH3:2])[CH3:4]. Procedure: In a 10 mL sealed tube, to N-tert-Butyl-3-(2-hydroxy-pyrrolo[2,1-f][1,2,4]triazin-7-yl)-benzenesulfonamide (127.4 mg, 0.368 mmol) and N,N-Diisopropylethylamine (0.257 mL, 1.47 mmol) in 3.2 mL of anhydrous DMF was added N-Phenylbis(trifluoromethane-sulfonimide (113 mg, 0.318 mmol). After stirring at room temperature for 1 hour, 2-[4-(4-Amino-3-methoxy-phenyl)-piperidin-1-yl]-acetamide (92 mg, 0.349 mmol) was added. The reaction mixture was heated at 65° C. overnight. The reaction was conc. in vac...